From a dataset of the Open Reaction Database (ORD), a public repository of structured organic reaction records. describe an organic reaction: reactants, conditions, products, and yield Reactants: ClCC1=NC2=C(C(=C(C=C2C=C1)OC)OC)OC (2-Chloromethyl-6,7,8-trimethoxyquinoline), N1CCNCCC1 (homopiperazine). Yields the product COC=1C=C2C=CC(=NC2=C(C1OC)OC)CN1CCN(CCC1)CC1=NC2=C(C(=C(C=C2C=C1)OC)OC)OC (N,N′-bis[(6,7,8-trimethoxyquinolin-2-yl)methyl]homopiperazine). RXN SMILES: Cl[CH2:2][C:3]1[CH:12]=[CH:11][C:10]2[C:5](=[C:6]([O:17][CH3:18])[C:7]([O:15][CH3:16])=[C:8]([O:13][CH3:14])[CH:9]=2)[N:4]=1.[NH:19]1[CH2:25][CH2:24][CH2:23][NH:22][CH2:21][CH2:20]1>>[CH3:14][O:13][C:8]1[CH:9]=[C:10]2[C:5](=[C:6]([O:17][CH3:18])[C:7]=1[O:15][CH3:16])[N:4]=[C:3]([CH2:2][N:19]1[CH2:25][CH2:24][CH2:23][N:22]([CH2:2][C:3]3[CH:12]=[CH:11][C:10]4[C:5](=[C:6]([O:17][CH3:18])[C:7]([O:15][CH3:16])=[C:8]([O:13][CH3:14])[CH:9]=4)[N:4]=3)[CH2:21][CH2:20]1)[CH:12]=[CH:11]2. Procedure: 2-Chloromethyl-6,7,8-trimethoxyquinoline (350 mg) and homopiperazine (65 mg) were reacted in the same manner as in Example 1 to obtain the title compound as a free base. The reactants are C1(=CC=CC=C1)CC(CC)=O (1-phenylbutan-2-one), COC(N(C)C)OC (1,1-dimethoxy-N,N-dimethylmethanamine). The solvent is CN(C)C=O (DMF). Reaction conditions: temperature 90 celsius, time 16 hour. Yields the product CN(C=C(C(CC)=O)C1=CC=CC=C1)C (1-(Dimethylamino)-2-phenylpent-1-en-3-one). Isolated yield 48.5%. RXN SMILES: [C:1]1([CH2:7][C:8](=[O:11])[CH2:9][CH3:10])[CH:6]=[CH:5][CH:4]=[CH:3][CH:2]=1.CO[CH:14](OC)[N:15]([CH3:17])[CH3:16]>CN(C=O)C>[CH3:14][N:15]([CH3:17])[CH:16]=[C:7]([C:1]1[CH:6]=[CH:5][CH:4]=[CH:3][CH:2]=1)[C:8](=[O:11])[CH2:9][CH3:10]. Procedure details: To a solution of 1-phenylbutan-2-one (5.00 g, 33.7 mmol) in DMF (80.0 mL) was added 1,1-dimethoxy-N,N-dimethylmethanamine (6.03 g, 50.6 mmol). The resulting mixture was stirred at 90° C. for 16 h. Upon completion, the reaction mixture was quenched with water (40.0 mL), extracted with EtOAc (4×50.0 mL), and washed with brine. The combined organics were dried over MgSO4, filtered, and concentrated to give a brown oil. This brown oil was purified by flash chromatography to give the title compound a...